From a dataset of the Open Reaction Database (ORD), a public repository of structured organic reaction records. describe an organic reaction: reactants, conditions, products, and yield The reactants are N1C=C(C=2C1=NC=CC2)C=C2C(C(=C(O2)NC2=CC=C(C=C2)F)C(=O)OCC)=O (Ethyl 5-[(1H-pyrrolo[2,3-b]pyridin-3-yl)methylene]-2-[(4-fluorophenyl)amino]-4-oxo-4,5-dihydrofuran-3-carboxylate), C1(CC(CCC1)O)O (1,3-cyclohexanediol), Zn4(OCOCF3)6O. Reagents/catalysts: [Zn] (zinc). The solvent is CN(C(C)=O)C (N,N-dimethylacetamide). The product is N1C=C(C=2C1=NC=CC2)C=C2C(C(=C(O2)NC2=CC=C(C=C2)F)C(=O)OC2CC(CCC2)O)=O (3-Hydroxycyclohexyl 5-[(1H-pyrrolo[2,3-b]pyridin-3-yl)methylene]-2-[(4-fluorophenyl)amino]-4-oxo-4,5-dihydrofuran-3-carboxylate). Isolated yield 8.6%. RXN SMILES: [NH:1]1[C:5]2=[N:6][CH:7]=[CH:8][CH:9]=[C:4]2[C:3]([CH:10]=[C:11]2[O:15][C:14]([NH:16][C:17]3[CH:22]=[CH:21][C:20]([F:23])=[CH:19][CH:18]=3)=[C:13]([C:24]([O:26][CH2:27][CH3:28])=[O:25])[C:12]2=[O:29])=[CH:2]1.[CH:30]1(O)[CH2:35]CC[CH:32]([OH:36])[CH2:31]1>CN(C)C(=O)C.[Zn]>[NH:1]1[C:5]2=[N:6][CH:7]=[CH:8][CH:9]=[C:4]2[C:3]([CH:10]=[C:11]2[O:15][C:14]([NH:16][C:17]3[CH:18]=[CH:19][C:20]([F:23])=[CH:21][CH:22]=3)=[C:13]([C:24]([O:26][CH:27]3[CH2:35][CH2:30][CH2:31][CH:32]([OH:36])[CH2:28]3)=[O:25])[C:12]2=[O:29])=[CH:2]1. Reported procedure: A solution of the compound (0.10 g, 0.25 mmol) of Example 21, 1,3-cyclohexanediol (0.44 g, 3.8 mmol) and zinc cluster catalyst (Zn4(OCOCF3)6O) (0.018 g, 0.019 mmol) in N,N-dimethylacetamide (1.0 mL) was stirred at 130° C. for 1.5 days. Cooled to ambient temperature, the precipitate was removed by filtration. The filtrate was purified by preparative HPLC to afford the titled compound as solid (0.010 g, y. 13%).